Dataset: the Open Reaction Database (ORD), a public repository of structured organic reaction records. Task: describe an organic reaction: reactants, conditions, products, and yield Reactants: solution, Cl (HCl), ClC1=CC(=C(OC(C(=O)OCC)CC)C=C1)C#CC1=C(C=CC(=C1)S(=O)(=O)CCC)C (ethyl 2-(4-chloro-2-{[2-methyl-5-(propylsulfonyl)phenyl]ethynyl}phenoxy)butanoate), ClC1=CC(=C(OC(C(=O)OCC)CC)C=C1)C#CC1=C(C=CC(=C1)S(=O)(=O)CCC)C (ethyl 2-(4-chloro-2-{[2-methyl-5-(propylsulfonyl)phenyl]ethynyl}phenoxy)butanoate), solution, [OH-].[Na+] (sodium hydroxide). The solvent is O (water), CCO (EtOH), O (water). Conditions: temperature 70 celsius, time 45 minute. Product: ClC1=CC(=C(OC(C(=O)O)CC)C=C1)C#CC1=C(C=CC(=C1)S(=O)(=O)CCC)C (2-(4-chloro-2-{[2-methyl-5-(propylsulfonyl)phenyl]ethynyl}phenoxy)butanoic acid). RXN SMILES: [Cl:1][C:2]1[CH:16]=[CH:15][C:5]([O:6][CH:7]([CH2:13][CH3:14])[C:8]([O:10]CC)=[O:9])=[C:4]([C:17]#[C:18][C:19]2[CH:24]=[C:23]([S:25]([CH2:28][CH2:29][CH3:30])(=[O:27])=[O:26])[CH:22]=[CH:21][C:20]=2[CH3:31])[CH:3]=1.[OH-].[Na+].Cl>CCO.O>[Cl:1][C:2]1[CH:16]=[CH:15][C:5]([O:6][CH:7]([CH2:13][CH3:14])[C:8]([OH:10])=[O:9])=[C:4]([C:17]#[C:18][C:19]2[CH:24]=[C:23]([S:25]([CH2:28][CH2:29][CH3:30])(=[O:27])=[O:26])[CH:22]=[CH:21][C:20]=2[CH3:31])[CH:3]=1 |f:1.2|. Procedure: A solution of ethyl 2-(4-chloro-2-{[2-methyl-5-(propylsulfonyl)phenyl]ethynyl}phenoxy)butanoate (Intermediate 268; 100 mg; 0.11 mmol) in EtOH (1 ml) was treated with a 1M solution of sodium hydroxide in water (0.16 ml; 0.16 mmol). After stirring at 70° C. for 45 minutes, a 1 N solution of HCl in water (65 μl) was added, the solvents removed under reduced pressure and the residue purified by preparative HPLC to afford the title compound as a beige solid. Starting materials: Oc1ccc(Br)cc1, CCOC(=O)N1CCC(O)C(c2ccccc2)C1, CCOC(=O)N=NC(=O)OCC, c1ccc(P(c2ccccc2)c2ccccc2)cc1, c1ccccc1. Yields the product CCOC(=O)N1CCC(Oc2ccc(Br)cc2)C(c2ccccc2)C1. Reaction SMILES: [Br:38][c:39]1[cH:40][cH:41][c:42]([OH:45])[cH:43][cH:44]1.[CH2:1]([CH3:2])[O:3][C:4](=[O:5])[N:6]1[CH2:7][CH:8]([c:13]2[cH:14][cH:15][cH:16][cH:17][cH:18]2)[CH:9]([OH:12])[CH2:10][CH2:11]1.[N:46]([C:47]([O:48][CH2:49][CH3:50])=[O:51])=[N:52][C:53]([O:54][CH2:55][CH3:56])=[O:57].[c:19]1([P:20]([c:21]2[cH:22][cH:23][cH:24][cH:25][cH:26]2)[c:27]2[cH:28][cH:29][cH:30][cH:31][cH:32]2)[cH:33][cH:34][cH:35][cH:36][cH:37]1.[cH:58]1[cH:59][cH:60][cH:61][cH:62][cH:63]1>>[CH2:1]([CH3:2])[O:3][C:4](=[O:5])[N:6]1[CH2:7][CH:8]([c:13]2[cH:14][cH:15][cH:16][cH:17][cH:18]2)[CH:9]([O:12][c:42]2[cH:41][cH:40][c:39]([Br:38])[cH:44][cH:43]2)[CH2:10][CH2:11]1. Reactants: BrC1=C(SC(=C1C#N)Br)C(=O)N (3,5-Dibromo-4-cyanothiophene-2-carboxamide), C(C)(=O)O (acetic acid), O.NN (Hydrazine hydrate), C1(=CC=CC=C1)C (Toluene), COC(N(C)C)OC (1,1-Dimethoxy-N,N-dimethylmethanamine). Run at temperature 90 celsius, time 2 hour. Product: BrC=1SC(=C(C1C#N)Br)C1=NN=CN1 (2,4-Dibromo-5-(4H-1,2,4-triazol-3-yl)thiophene-3-carbonitrile). Isolated yield 87.3%. As a reaction SMILES: [Br:1][C:2]1[C:6]([C:7]#[N:8])=[C:5]([Br:9])[S:4][C:3]=1[C:10]([NH2:12])=O.C1(C)C=CC=CC=1.COC(OC)[N:23]([CH3:25])C.C(O)(=O)C.O.[NH2:33]N>>[Br:9][C:5]1[S:4][C:3]([C:10]2[NH:12][CH:25]=[N:23][N:33]=2)=[C:2]([Br:1])[C:6]=1[C:7]#[N:8] |f:4.5|. Procedure: 3,5-Dibromo-4-cyanothiophene-2-carboxamide (5.90 g, 19.0 mmol) was suspended in dry Toluene (250 mL, 2300 mmol). 1,1-Dimethoxy-N,N-dimethylmethanamine (10.1 mL, 76.1 mmol) was added and the mixture was heated to 90° C. for 1 hour. The mixture was cooled to rt then rotavaped to dryness to give a crude intermediate. The intermediate was suspended in acetic acid (150 mL, 2600 mmol). Hydrazine hydrate (5.78 mL, 76.1 mmol) was added dropwise and the temperature was raised to 55° C. The mixture was st... Starting materials: O=S1(N(CCCC1)C1=C2C=CC=NC2=C(C(=N1)C(=O)NCC1=C(C=C(C=C1)F)C(=O)NC(C)C)O)=O (5-(1,1-Dioxido-1,2-thiazinan-2-yl)-N-{4-fluoro-2-[(isopropylamino)carbonyl]benzyl}-8-hydroxy-1,6-naphthyridine-7-carboxamide), [OH-].[Na+] (sodium hydroxide). Run in CC(=O)C (acetone). Product: O=S1(N(CCCC1)C1=C2C=CC=NC2=C(C(=N1)C(=O)NCC1=C(C=C(C=C1)F)C(=O)NC(C)C)[O-])=O.[Na+] (Sodium 5-(1,1-dioxido-1,2-thiazinan-2-yl)-7-[({4-fluoro-2-[(isopropylamino)carbonyl]benzyl}amino)carbonyl]-1,6-naphthyridin-8-olate). As a reaction SMILES: [O:1]=[S:2]1(=[O:36])[CH2:7][CH2:6][CH2:5][CH2:4][N:3]1[C:8]1[N:17]=[C:16]([C:18]([NH:20][CH2:21][C:22]2[CH:27]=[CH:26][C:25]([F:28])=[CH:24][C:23]=2[C:29]([NH:31][CH:32]([CH3:34])[CH3:33])=[O:30])=[O:19])[C:15]([OH:35])=[C:14]2[C:9]=1[CH:10]=[CH:11][CH:12]=[N:13]2.[OH-].[Na+:38]>CC(C)=O>[O:36]=[S:2]1(=[O:1])[CH2:7][CH2:6][CH2:5][CH2:4][N:3]1[C:8]1[N:17]=[C:16]([C:18]([NH:20][CH2:21][C:22]2[CH:27]=[CH:26][C:25]([F:28])=[CH:24][C:23]=2[C:29]([NH:31][CH:32]([CH3:34])[CH3:33])=[O:30])=[O:19])[C:15]([O-:35])=[C:14]2[C:9]=1[CH:10]=[CH:11][CH:12]=[N:13]2.[Na+:38] |f:1.2,4.5|. Reported procedure: 5-(1,1-Dioxido-1,2-thiazinan-2-yl)-N-{4-fluoro-2-[(isopropylamino)carbonyl]benzyl}-8-hydroxy-1,6-naphthyridine-7-carboxamide (203 mg, 0.39 mmol) was suspended in acetone (2 mL) and sodium hydroxide (0.39 mL, 0.39 mmol, 1N aqueous solution) was added. The flask was gently warmed to make the solution homogeneous and the solution was then filtered through a glass fiber filter to remove any dust. The solution was stirred at room temperature until solids crashed out of solution. The solids were colle... As a reaction SMILES: [CH3:36][CH2:37][OH:38].[NH2:34][NH2:35].[OH2:33].[c:1]1([CH:7]2[CH2:8][N:9]([CH2:18][CH2:19][CH2:20][CH2:21][N:22]3[C:23](=[O:24])[c:25]4[c:26]([cH:27][cH:28][cH:29][cH:30]4)[C:31]3=[O:32])[CH2:10][CH2:11][c:12]3[c:13]2[cH:14][cH:15][cH:16][cH:17]3)[cH:2][cH:3][cH:4][cH:5][cH:6]1>>[c:1]1([CH:7]2[CH2:8][N:9]([CH2:18][CH2:19][CH2:20][CH2:21][NH2:22])[CH2:10][CH2:11][c:12]3[c:13]2[cH:14][cH:15][cH:16][cH:17]3)[cH:2][cH:3][cH:4][cH:5][cH:6]1. Reactants: CCO, NN, O, O=C1c2ccccc2C(=O)N1CCCCN1CCc2ccccc2C(c2ccccc2)C1. Product: NCCCCN1CCc2ccccc2C(c2ccccc2)C1. The reactants are FC(C1=CC(=NC=C1)N1C=NC(=C1)C(=O)OC)(F)F (methyl 1-[4-(trifluoromethyl)pyridin-2-yl]-1H-imidazole-4-carboxylate), solution, [OH-].[Na+] (sodium hydroxide). Run in CO (methanol), O (water). Conditions: time 1 hour. Product: FC(C1=CC(=NC=C1)N1C=NC(=C1)C(=O)O)(F)F (1-[4-(Trifluoromethyl)pyridin-2-yl]-1H-imidazole-4-carboxylic Acid). Isolated yield 106.0%. As a reaction SMILES: [F:1][C:2]([F:19])([F:18])[C:3]1[CH:8]=[CH:7][N:6]=[C:5]([N:9]2[CH:13]=[C:12]([C:14]([O:16]C)=[O:15])[N:11]=[CH:10]2)[CH:4]=1.[OH-].[Na+]>CO.O>[F:19][C:2]([F:1])([F:18])[C:3]1[CH:8]=[CH:7][N:6]=[C:5]([N:9]2[CH:13]=[C:12]([C:14]([OH:16])=[O:15])[N:11]=[CH:10]2)[CH:4]=1 |f:1.2|. Procedure: To a solution of methyl 1-[4-(trifluoromethyl)pyridin-2-yl]-1H-imidazole-4-carboxylate (120 mg, 0.44 mmol) in methanol (2.5 mL) was added a 5 M solution of sodium hydroxide in water (2.5 mL) and the mixture was stirred at room temperature for 1 h. After removal of methanol under vacuum, the resulting solution was acidified with concentrated HCl (pH=5) and concentrated. The residue was taken up in acetone and insolubles were filtered off. The filtrate was evaporated to give the title compound (12... Starting materials: C([O-])(O)=O.[Na+] (sodium bicarbonate), BrC=1C=CC=2N(C1)C(=CN2)I (6-bromo-3-iodoimidazo[1,2-a]pyridine), solution, C(OCC)(=O)Cl (ethyl chlorocarbonate), C(C)(C)[Mg]Br (isopropyl magnesium bromide). Solvent: O (water), C(C)(=O)OCC (ethyl acetate), O1CCCC1 (tetrahydrofuran), O1CCCC1 (tetrahydrofuran). Conditions: temperature 0 celsius, time 1.5 hour. Product: BrC=1C=CC=2N(C1)C(=CN2)C(=O)OCC (Ethyl 6-bromoimidazo[1,2-a]pyridine-3-carboxylate). RXN SMILES: [Br:1][C:2]1[CH:3]=[CH:4][C:5]2[N:6]([C:8](I)=[CH:9][N:10]=2)[CH:7]=1.C([Mg]Br)(C)C.[C:17](Cl)(=[O:21])[O:18][CH2:19][CH3:20].C(=O)(O)[O-].[Na+]>O1CCCC1.O.C(OCC)(=O)C>[Br:1][C:2]1[CH:3]=[CH:4][C:5]2[N:6]([C:8]([C:17]([O:18][CH2:19][CH3:20])=[O:21])=[CH:9][N:10]=2)[CH:7]=1 |f:3.4|. Procedure: A mixture of 9.69 g 6-bromo-3-iodoimidazo[1,2-a]pyridine (compound in Production Example 49) and 450 mL anhydrous tetrahydrofuran was added little by little to 4.5 mL isopropyl magnesium bromide (0.75 M tetrahydrofuran solution) under ice-cooling in a stream of nitrogen. Then, this reaction solution was returned to room temperature and stirred for 1.5 hours. The reaction solution was cooled to −60° C. or less in a dry ice/acetone bath, 50 mL solution of 4.5 mL ethyl chlorocarbonate in anhydrous ... The reactants are COC=1C=C(C(C(=O)OC)=CC1)O (methyl 4-methoxysalicylate), C(=O)(OC(C)(C)C)N1CCC(CC1)O (1-Boc-piperidin-4-ol). Product: C(C)(C)(C)OC(=O)N1CCC(CC1)OC1=C(C(=O)O)C=CC(=C1)OC (2-(1-tert-Butoxycarbonylpiperidin-4-yloxy)-4-methoxybenzoic acid). Reaction SMILES: [CH3:1][O:2][C:3]1[CH:4]=[C:5]([OH:13])[C:6](=[CH:11][CH:12]=1)[C:7]([O:9]C)=[O:8].[C:14]([N:21]1[CH2:26][CH2:25][CH:24](O)[CH2:23][CH2:22]1)([O:16][C:17]([CH3:20])([CH3:19])[CH3:18])=[O:15]>>[C:17]([O:16][C:14]([N:21]1[CH2:26][CH2:25][CH:24]([O:13][C:5]2[CH:4]=[C:3]([O:2][CH3:1])[CH:12]=[CH:11][C:6]=2[C:7]([OH:9])=[O:8])[CH2:23][CH2:22]1)=[O:15])([CH3:20])([CH3:18])[CH3:19]. Reported procedure: Using methyl 4-methoxysalicylate and 1-Boc-piperidin-4-ol, the acid is obtained using procedures similar to those described at Example 1-G and 1-H.